From a dataset of the Open Reaction Database (ORD), a public repository of structured organic reaction records. describe an organic reaction: reactants, conditions, products, and yield Reactants: Cl.C(C)N=C=NCCCN(C)C (1-ethyl-3-(3-dimethylaminopropyl)carbodiimide hydrochloride), N(C1=CC=CC=C1)C=1SC(=CC1C(=O)O)C1=CC=CC=C1 (2-anilino-5-phenylthiophene-3-carboxylic acid), [Cl-].[NH4+] (ammonium chloride), C(C)(C)N(C(C)C)CC (N,N-diisopropylethylamine), O.ON1N=NC2=C1C=CC=C2 (1-hydroxybenzotriazole hydrate). The solvent is CN(C=O)C (N,N-dimethylformamide), C(C)(=O)OCC (ethyl acetate), C([O-])(O)=O.[Na+] (sodium bicarbonate), O (water). Run at time 15 hour. The product is N(C1=CC=CC=C1)C=1SC(=CC1C(=O)N)C1=CC=CC=C1 (2-anilino-5-phenylthiophene-3-carboxamide). As a reaction SMILES: [NH:1]([C:8]1[S:9][C:10]([C:16]2[CH:21]=[CH:20][CH:19]=[CH:18][CH:17]=2)=[CH:11][C:12]=1[C:13](O)=[O:14])[C:2]1[CH:7]=[CH:6][CH:5]=[CH:4][CH:3]=1.[Cl-].[NH4+].C([N:27](CC)C(C)C)(C)C.O.ON1C2C=CC=CC=2N=N1.Cl.C(N=C=NCCCN(C)C)C>CN(C)C=O.C(OCC)(=O)C.C(=O)(O)[O-].[Na+].O>[NH:1]([C:8]1[S:9][C:10]([C:16]2[CH:21]=[CH:20][CH:19]=[CH:18][CH:17]=2)=[CH:11][C:12]=1[C:13]([NH2:27])=[O:14])[C:2]1[CH:7]=[CH:6][CH:5]=[CH:4][CH:3]=1 |f:1.2,4.5,6.7,10.11|. Reported procedure: To a solution of 2-anilino-5-phenylthiophene-3-carboxylic acid (47.3 mg, 0.160 mmol), ammonium chloride (17.12 mg, 0.320 mmol), and N,N-diisopropylethylamine (0.084 ml, 0.480 mmol) in N,N-dimethylformamide (1 mL) was added 1-hydroxybenzotriazole hydrate (32.4 mg, 0.240 mmol) and then 1-ethyl-3-(3-dimethylaminopropyl)carbodiimide hydrochloride (46.0 mg, 0.240 mmol). After being stirred for 15 hours, the reaction mixture was diluted with ethyl acetate (20 mL), saturated aqueous sodium bicarbonate ... The reactants are CCO, CCOC(=O)C1(CCCn2c(=O)ccc3ccc(OC)cc32)CCN(CCSc2cccc(F)c2)CC1, [Na+], [OH-]. The product is COc1ccc2ccc(=O)n(CCCC3(C(=O)O)CCN(CCSc4cccc(F)c4)CC3)c2c1. RXN SMILES: [CH3:40][CH2:41][OH:42].[F:1][c:2]1[cH:3][c:4]([S:8][CH2:9][CH2:10][N:11]2[CH2:12][CH2:13][C:14]([C:17](=[O:18])[O:19][CH2:20][CH3:21])([CH2:22][CH2:23][CH2:24][n:25]3[c:26](=[O:37])[cH:27][cH:28][c:29]4[cH:30][cH:31][c:32]([O:35][CH3:36])[cH:33][c:34]34)[CH2:15][CH2:16]2)[cH:5][cH:6][cH:7]1.[Na+:39].[OH-:38]>>[F:1][c:2]1[cH:3][c:4]([S:8][CH2:9][CH2:10][N:11]2[CH2:12][CH2:13][C:14]([C:17](=[O:18])[OH:19])([CH2:22][CH2:23][CH2:24][n:25]3[c:26](=[O:37])[cH:27][cH:28][c:29]4[cH:30][cH:31][c:32]([O:35][CH3:36])[cH:33][c:34]34)[CH2:15][CH2:16]2)[cH:5][cH:6][cH:7]1. Starting materials: OCc1ccc(Cl)c(Cl)c1, O=Cc1ccc(O)c(F)c1, CCOC(=O)N=NC(=O)OCC, C1CCOC1, c1ccc(P(c2ccccc2)c2ccccc2)cc1, Cc1ccccc1. Product: O=Cc1ccc(OCc2ccc(Cl)c(Cl)c2)c(F)c1. As a reaction SMILES: [Cl:11][c:12]1[cH:13][c:14]([CH2:15][OH:16])[cH:17][cH:18][c:19]1[Cl:20].[F:1][c:2]1[cH:3][c:4]([CH:5]=[O:6])[cH:7][cH:8][c:9]1[OH:10].[N:47]([C:48]([O:49][CH2:50][CH3:51])=[O:52])=[N:53][C:54]([O:55][CH2:56][CH3:57])=[O:58].[O:59]1[CH2:60][CH2:61][CH2:62][CH2:63]1.[c:21]1([P:22]([c:23]2[cH:24][cH:25][cH:26][cH:27][cH:28]2)[c:29]2[cH:30][cH:31][cH:32][cH:33][cH:34]2)[cH:35][cH:36][cH:37][cH:38][cH:39]1.[c:40]1([CH3:41])[cH:42][cH:43][cH:44][cH:45][cH:46]1>>[F:1][c:2]1[cH:3][c:4]([CH:5]=[O:6])[cH:7][cH:8][c:9]1[O:10][CH2:15][c:14]1[cH:13][c:12]([Cl:11])[c:19]([Cl:20])[cH:18][cH:17]1. Procedure details: In the same manner as in Example 77 and using 1,2,3,4-tetrahydro-8-methyl-[1]benzothieno[2,3-b][1,5]benzoxazepin-12(11H)-one (1.87 g), dichlorodicyano-p-benzoquinone (3.1 g) and benzene (55 ml), 8-methyl-[1]benzothieno[2,3-b][1,5]benzoxazepin-12(11H)-one (1.5 g) was obtained. The product is CC1=CC2=C(NC(C3=C(O2)SC2=C3C=CC=C2)=O)C=C1 (8-methyl-[1]benzothieno[2,3-b][1,5]benzoxazepin-12(11H)-one). Starting materials: CC1=CC2=C(NC(C3=C(O2)SC2=C3CCCC2)=O)C=C1 (1,2,3,4-tetrahydro-8-methyl-[1]benzothieno[2,3-b][1,5]benzoxazepin-12(11H)-one), ClC1=C(C(C(=C(C1=O)C#N)C#N)=O)Cl (dichlorodicyano-p-benzoquinone). RXN SMILES: [CH3:1][C:2]1[CH:20]=[CH:19][C:5]2[NH:6][C:7](=[O:18])[C:8]3[C:13]4[CH2:14][CH2:15][CH2:16][CH2:17][C:12]=4[S:11][C:9]=3[O:10][C:4]=2[CH:3]=1.ClC1C(=O)C(C#N)=C(C#N)C(=O)C=1Cl>C1C=CC=CC=1>[CH3:1][C:2]1[CH:20]=[CH:19][C:5]2[NH:6][C:7](=[O:18])[C:8]3[C:13]4[CH:14]=[CH:15][CH:16]=[CH:17][C:12]=4[S:11][C:9]=3[O:10][C:4]=2[CH:3]=1. The yield is 81.4%. Solvent: C1=CC=CC=C1 (benzene). Reactants: ice water, S1C(=CC=C1)S (thiophene-2-thiol), C([O-])([O-])=O.[K+].[K+] (potassium carbonate), FC1=C(C=O)C=CC=C1 (2-fluorobenzaldehyde). Solvent: CN(C=O)C (N,N-dimethylformamide). Conditions: time 42 hour. The product is S1C(=CC=C1)SC1=C(C=O)C=CC=C1 (2-(thiophen-2-ylsulfanyl)benzaldehyde). RXN SMILES: [S:1]1[CH:5]=[CH:4][CH:3]=[C:2]1[SH:6].C(=O)([O-])[O-].[K+].[K+].F[C:14]1[CH:21]=[CH:20][CH:19]=[CH:18][C:15]=1[CH:16]=[O:17]>CN(C)C=O>[S:1]1[CH:5]=[CH:4][CH:3]=[C:2]1[S:6][C:14]1[CH:21]=[CH:20][CH:19]=[CH:18][C:15]=1[CH:16]=[O:17] |f:1.2.3|. Reported procedure: A mixture of thiophene-2-thiol (1.5 mL), potassium carbonate (8.0 g) and N,N-dimethylformamide was treated dropwise with 2-fluorobenzaldehyde (1.7 mL), and the resulting mixture was stirred at room temperature for 42 hours. The mixture was treated with ice/water, extracted with ethyl acetate and the combined organic extract was dried over magnesium sulfate. The solvent was removed under reduced pressure and the residue purified by column chromatography on silica gel, eluting with a mixture of cy...